This data is from the Open Reaction Database (ORD), a public repository of structured organic reaction records. The task is: describe an organic reaction: reactants, conditions, products, and yield Reactants: Br.BrC1=NC=C(C=C1)C12CCCN(CC1)C2 ((−)-5-(2-bromopyrid-5-yl)-1-azabicyclo[3.2.1]octane hydrobromide), [C-]#N.[K+] (potassium cyanide), C([O-])([O-])=O.[Na+].[Na+] (sodium carbonate). The reagents and catalysts are C=1C=CC(=CC1)[P](C=2C=CC=CC2)(C=3C=CC=CC3)[Pd]([P](C=4C=CC=CC4)(C=5C=CC=CC5)C=6C=CC=CC6)([P](C=7C=CC=CC7)(C=8C=CC=CC8)C=9C=CC=CC9)[P](C=1C=CC=CC1)(C=1C=CC=CC1)C=1C=CC=CC1 (tetrakis(triphenylphosphine)palladium). The solvent is CN(C=O)C (dimethylformamide). Reaction conditions: temperature 90 celsius. Product: N12CCCC(CC1)(C2)C=2C(=NC=CC2)C#N ((−)-(1-Azabicyclo[3.2.1]oct-5-yl)pyridine-2-carbonitrile). Isolated yield 76.9%. Reaction SMILES: Br.Br[C:3]1[CH:8]=[CH:7][C:6]([C:9]23[CH2:16][N:13]([CH2:14][CH2:15]2)[CH2:12][CH2:11][CH2:10]3)=[CH:5][N:4]=1.[C-:17]#[N:18].[K+].C(=O)([O-])[O-].[Na+].[Na+]>CN(C)C=O.C1C=CC([P]([Pd]([P](C2C=CC=CC=2)(C2C=CC=CC=2)C2C=CC=CC=2)([P](C2C=CC=CC=2)(C2C=CC=CC=2)C2C=CC=CC=2)[P](C2C=CC=CC=2)(C2C=CC=CC=2)C2C=CC=CC=2)(C2C=CC=CC=2)C2C=CC=CC=2)=CC=1>[N:13]12[CH2:16][C:9]([C:6]3[C:5]([C:17]#[N:18])=[N:4][CH:3]=[CH:8][CH:7]=3)([CH2:15][CH2:14]1)[CH2:10][CH2:11][CH2:12]2 |f:0.1,2.3,4.5.6,^1:34,36,55,74|. Procedure: 1.5 g (4.3 mmol) of (−)-5-(2-bromopyrid-5-yl)-1-azabicyclo[3.2.1]octane hydrobromide (prepared according to the method described in step 1.2 of Example 1), dissolved in 12 ml of dimethylformamide, 0.42 g (6.46 mmol) of potassium cyanide and 5 g (4.3 mmol) of tetrakis(triphenylphosphine)palladium are successively introduced into a 25 ml reactor. The mixture is then heated at 90° C. for 3 hours and then neutralized with saturated aqueous sodium carbonate solution. The aqueous phase is extracted wi... Starting materials: C1(=CC=CC=C1)CN1CCC(CC1)=O (1-(phenylmethyl)-4-piperidinone), CN(CCCN1CCNCC1)C (1-(3-dimethylaminopropyl)-piperazine), C1(=CC=C(C=C1)S(=O)(=O)O)C (p-toluenesulphonic acid), C(C)(=O)O (acetic acid), C(C)(=O)O[BH-](OC(C)=O)OC(C)=O.[Na+] (sodium triacetoxyborohydride), C([O-])([O-])=O.[K+].[K+] (potassium carbonate). The solvent is O (water), O1CCCC1 (tetrahydrofuran). Run at time 8 hour. Yields the product CN(CCCN1CCN(CC1)C1CCN(CC1)CC1=CC=CC=C1)C (1-(3-dimethylaminopropyl)-4-[1-(phenylmethyl)-4-piperidinyl]-piperazine). As a reaction SMILES: [C:1]1([CH2:7][N:8]2[CH2:13][CH2:12][C:11](=O)[CH2:10][CH2:9]2)[CH:6]=[CH:5][CH:4]=[CH:3][CH:2]=1.[CH3:15][N:16]([CH3:26])[CH2:17][CH2:18][CH2:19][N:20]1[CH2:25][CH2:24][NH:23][CH2:22][CH2:21]1.C1(C)C=CC(S(O)(=O)=O)=CC=1.C(O)(=O)C.C(O[BH-](OC(=O)C)OC(=O)C)(=O)C.[Na+].C(=O)([O-])[O-].[K+].[K+]>O1CCCC1.O>[CH3:26][N:16]([CH3:15])[CH2:17][CH2:18][CH2:19][N:20]1[CH2:21][CH2:22][N:23]([CH:11]2[CH2:12][CH2:13][N:8]([CH2:7][C:1]3[CH:6]=[CH:5][CH:4]=[CH:3][CH:2]=3)[CH2:9][CH2:10]2)[CH2:24][CH2:25]1 |f:4.5,6.7.8|. Procedure details: To a solution of 27.8 g (0.15 mol) of 1-(phenylmethyl)-4-piperidinone and 26.5 g (0.15 mol) of 1-(3-dimethylaminopropyl)-piperazine in 500 ml of tetrahydrofuran were added 200 mg of p-toluenesulphonic acid and 13.5 g (0.225 mol) of glacial acetic acid, followed by 47.7 g (0.225 mol) of sodium triacetoxyborohydride, in small batches, and the mixture was stirred overnight at ambient temperature. 100 ml of water were added dropwise while stirring was continued and after 30 minutes sufficient potass... Starting materials: FC1=C(C(=C(C=C1O)C)F)NC(C1=C(C=CC(=C1)C1=CC(=CC=C1)F)F)=O (N-(2,6-difluoro-3-hydroxy-5-methyl-phenyl)-2-fluoro-5-(3-fluorophenyl)benzamide). Run in C1CCOC1 (THF), C1CCOC1 (THF). Run at temperature 60 celsius. Yields the product FC1=C(C=C(C(=C1NCC1=C(C=CC(=C1)C1=CC(=CC=C1)F)F)F)C)O (2,4-Difluoro-3-[[2-fluoro-5-(3-fluorophenyl)phenyl]methylamino]-5-methyl-phenol). Yield: 75.0%. As a reaction SMILES: [F:1][C:2]1[C:7]([OH:8])=[CH:6][C:5]([CH3:9])=[C:4]([F:10])[C:3]=1[NH:11][C:12](=O)[C:13]1[CH:18]=[C:17]([C:19]2[CH:24]=[CH:23][CH:22]=[C:21]([F:25])[CH:20]=2)[CH:16]=[CH:15][C:14]=1[F:26]>C1COCC1>[F:1][C:2]1[C:3]([NH:11][CH2:12][C:13]2[CH:18]=[C:17]([C:19]3[CH:24]=[CH:23][CH:22]=[C:21]([F:25])[CH:20]=3)[CH:16]=[CH:15][C:14]=2[F:26])=[C:4]([F:10])[C:5]([CH3:9])=[CH:6][C:7]=1[OH:8]. Reported procedure: N-(2,6-difluoro-3-hydroxy-5-methyl-phenyl)-2-fluoro-5-(3-fluorophenyl)benzamide (285 mg, 0.76 mmol, 1.0 eq) was dissolved in THF (20 mL). A solution of BH3 (1M in THF, 4.56 mL, 4.56 mmol, 6.0 eq) was added and the reaction mixture heated at 60° C. under nitrogen for 2 h. After cooling, the reaction was quenched with water and extracted with EtOAc. The combined organic extracts were washed with water and brine, dried (Na2SO4), filtered and evaporated in vacuo. The residue was purified by column c...